From a dataset of the Open Reaction Database (ORD), a public repository of structured organic reaction records. describe an organic reaction: reactants, conditions, products, and yield The reactants are BrC=1C=NC=2N(C1)N=C(C2)C(=O)O (6-bromo-pyrazolo[1,5-a]pyrimidine-2-carboxylic acid), CC1NCCC2=CC(=CC=C12)C=1C=NC=CC1 (1-Methyl-6-pyridin-3-yl-1,2,3,4-tetrahydro-isoquinoline). The product is BrC=1C=NC=2N(C1)N=C(C2)C(=O)N2C(C1=CC=C(C=C1CC2)C=2C=NC=CC2)C ((6-Bromo-pyrazolo[1,5-a]pyrimidin-2-yl)-(1-methyl-6-pyridin-3-yl-3,4-dihydro-1H-isoquinolin-2-yl)-methanone). RXN SMILES: [Br:1][C:2]1[CH:3]=[N:4][C:5]2[N:6]([N:8]=[C:9]([C:11]([OH:13])=O)[CH:10]=2)[CH:7]=1.[CH3:14][CH:15]1[C:24]2[C:19](=[CH:20][C:21]([C:25]3[CH:26]=[N:27][CH:28]=[CH:29][CH:30]=3)=[CH:22][CH:23]=2)[CH2:18][CH2:17][NH:16]1>>[Br:1][C:2]1[CH:3]=[N:4][C:5]2[N:6]([N:8]=[C:9]([C:11]([N:16]3[CH2:17][CH2:18][C:19]4[C:24](=[CH:23][CH:22]=[C:21]([C:25]5[CH:26]=[N:27][CH:28]=[CH:29][CH:30]=5)[CH:20]=4)[CH:15]3[CH3:14])=[O:13])[CH:10]=2)[CH:7]=1. Procedure: In close analogy to the procedure described in Example 1, 6-bromo-pyrazolo[1,5-a]pyrimidine-2-carboxylic acid is reacted with 1-Methyl-6-pyridin-3-yl-1,2,3,4-tetrahydro-isoquinoline to provide the title compound in moderate yield. As a reaction SMILES: [CH3:1][N:2]([CH2:3][CH2:4][O:5][CH2:6][c:7]1[n:8][c:9]2[c:15]([n:16]1[CH2:17][O:18][CH2:19][CH2:20][Si:21]([CH3:22])([CH3:23])[CH3:24])-[c:14]1[c:13]([cH:28][cH:27][cH:26][cH:25]1)[S:12][c:11]1[c:10]-2[cH:32][cH:31][cH:30][cH:29]1)[CH3:33].[CH3:39][OH:40].[ClH:41].[Na+:34].[OH2:42].[OH:35][C:36](=[O:37])[O-:38]>>[CH3:1][N:2]([CH2:3][CH2:4][O:5][CH2:6][c:7]1[n:8][c:9]2[c:15]([nH:16]1)-[c:14]1[c:13]([cH:28][cH:27][cH:26][cH:25]1)[S:12][c:11]1[c:10]-2[cH:32][cH:31][cH:30][cH:29]1)[CH3:33]. The reactants are CN(C)CCOCc1nc2c(n1COCC[Si](C)(C)C)-c1ccccc1Sc1ccccc1-2, CO, Cl, [Na+], O, O=C([O-])O. Yields the product CN(C)CCOCc1nc2c([nH]1)-c1ccccc1Sc1ccccc1-2. The reactants are COC1=CC=C(C2=C1N=C(S2)N)N2CCOCC2 (4-methoxy-7-morpholin-4-yl-benzothiazol-2-yl-amine), COCC(=O)Cl (methoxyacetyl chloride). The product is COCC(=O)NC=1SC2=C(N1)C(=CC=C2N2CCOCC2)OC (2-Methoxy-N-(4-methoxy-7-morpholin-4-yl-benzothiazol-2-yl)-acetamide). Reaction SMILES: [CH3:1][O:2][C:3]1[C:8]2[N:9]=[C:10]([NH2:12])[S:11][C:7]=2[C:6]([N:13]2[CH2:18][CH2:17][O:16][CH2:15][CH2:14]2)=[CH:5][CH:4]=1.[CH3:19][O:20][CH2:21][C:22](Cl)=[O:23]>>[CH3:19][O:20][CH2:21][C:22]([NH:12][C:10]1[S:11][C:7]2[C:6]([N:13]3[CH2:18][CH2:17][O:16][CH2:15][CH2:14]3)=[CH:5][CH:4]=[C:3]([O:2][CH3:1])[C:8]=2[N:9]=1)=[O:23]. Procedure details: Using 4-methoxy-7-morpholin-4-yl-benzothiazol-2-yl-amine and methoxyacetyl chloride the title compound was obtained as a light yellow solid (37%), MS: m/e=338 (M+H+). Reactants: CCCOC1CC(C(O[Si](C)(C)C(C)(C)C)C(Cc2cc(F)cc(F)c2)NC(=O)c2cccc(C(=O)OC)c2)N(C(=O)OC(C)(C)C)C1, C=CCOC1CC(C(O)C(Cc2cc(F)cc(F)c2)NC(=O)c2cccc(C(=O)N(CCC)CCC)c2)N(C(c2ccccc2)c2ccccc2)C1, CC(=O)O, CO, CCCOC1CNC(C(O)C(Cc2cc(F)cc(F)c2)NC(=O)c2cccc(C(=O)N(CCC)CCC)c2)C1. The product is CCCOC1CC(C(O[Si](C)(C)C(C)(C)C)C(Cc2cc(F)cc(F)c2)NC(=O)c2cc(C)cc(C(=O)OC)c2)N(C(=O)OC(C)(C)C)C1, CCCOC1CNC(C(O)C(Cc2cc(F)cc(F)c2)NC(=O)c2cccc(C(=O)N(CCC)CCC)c2)C1. As a reaction SMILES: [C:1]([CH3:2])([CH3:3])([CH3:4])[Si:5]([O:6][CH:7]([CH:8]([CH2:9][c:10]1[cH:11][c:12]([F:17])[cH:13][c:14]([F:16])[cH:15]1)[NH:18][C:19]([c:20]1[cH:21][c:22]([C:26](=[O:27])[O:28][CH3:29])[cH:23][cH:24][cH:25]1)=[O:30])[CH:31]1[N:32]([C:40](=[O:41])[O:42][C:43]([CH3:44])([CH3:45])[CH3:46])[CH2:33][CH:34]([O:36][CH2:37][CH2:38][CH3:39])[CH2:35]1)([CH3:47])[CH3:48].[CH2:88]([O:89][CH:90]1[CH2:91][N:92]([CH:93]([c:94]2[cH:95][cH:96][cH:97][cH:98][cH:99]2)[c:100]2[cH:101][cH:102][cH:103][cH:104][cH:105]2)[CH:106]([CH:107]([OH:108])[CH:109]([NH:110][C:111](=[O:112])[c:113]2[cH:114][cH:115][cH:116][c:117]([C:118]([N:119]([CH2:120][CH2:121][CH3:122])[CH2:123][CH2:124][CH3:125])=[O:126])[cH:127]2)[CH2:128][c:129]2[cH:130][c:131]([F:132])[cH:133][c:134]([F:135])[cH:136]2)[CH2:137]1)[CH:138]=[CH2:139].[CH3:140][C:141](=[O:142])[OH:143].[CH3:144][OH:145].[F:49][c:50]1[cH:51][c:52]([CH2:57][CH:58]([CH:59]([CH:60]2[NH:61][CH2:62][CH:63]([O:65][CH2:66][CH2:67][CH3:68])[CH2:64]2)[OH:69])[NH:70][C:71]([c:72]2[cH:73][c:74]([C:75](=[O:76])[N:77]([CH2:78][CH2:79][CH3:80])[CH2:81][CH2:82][CH3:83])[cH:84][cH:85][cH:86]2)=[O:87])[cH:53][c:54]([F:56])[cH:55]1>>[C:1]([CH3:2])([CH3:3])([CH3:4])[Si:5]([O:6][CH:7]([CH:8]([CH2:9][c:10]1[cH:11][c:12]([F:17])[cH:13][c:14]([F:16])[cH:15]1)[NH:18][C:19]([c:20]1[cH:21][c:22]([C:26](=[O:27])[O:28][CH3:29])[cH:23][c:24]([CH3:88])[cH:25]1)=[O:30])[CH:31]1[N:32]([C:40](=[O:41])[O:42][C:43]([CH3:44])([CH3:45])[CH3:46])[CH2:33][CH:34]([O:36][CH2:37][CH2:38][CH3:39])[CH2:35]1)([CH3:47])[CH3:48].[F:49][c:50]1[cH:51][c:52]([CH2:57][CH:58]([CH:59]([CH:60]2[NH:61][CH2:62][CH:63]([O:65][CH2:66][CH2:67][CH3:68])[CH2:64]2)[OH:69])[NH:70][C:71]([c:72]2[cH:73][c:74]([C:75](=[O:76])[N:77]([CH2:78][CH2:79][CH3:80])[CH2:81][CH2:82][CH3:83])[cH:84][cH:85][cH:86]2)=[O:87])[cH:53][c:54]([F:56])[cH:55]1. Reactants: Nc1ncnc2c1nc(Br)n2C1OC(CO)C(O)C1O, NCc1ccc(-c2cccc(OCc3ccccc3)c2)cc1, CCCO, CCN(C(C)C)C(C)C. The product is Nc1ncnc2c1nc(NCc1ccc(-c3cccc(OCc4ccccc4)c3)cc1)n2C1OC(CO)C(O)C1O. RXN SMILES: [Br:1][c:2]1[n:3]([CH:4]2[CH:5]([OH:6])[CH:7]([OH:8])[CH:9]([CH2:10][OH:11])[O:12]2)[c:13]2[n:14][cH:15][n:16][c:17]([NH2:20])[c:18]2[n:19]1.[CH2:21]([c:22]1[cH:23][cH:24][cH:25][cH:26][cH:27]1)[O:28][c:29]1[cH:30][c:31](-[c:35]2[cH:36][cH:37][c:38]([CH2:41][NH2:42])[cH:39][cH:40]2)[cH:32][cH:33][cH:34]1.[CH2:52]([OH:53])[CH2:54][CH3:55].[CH:43]([N:44]([CH2:45][CH3:46])[CH:47]([CH3:48])[CH3:49])([CH3:50])[CH3:51]>>[c:2]1([NH:42][CH2:41][c:38]2[cH:37][cH:36][c:35](-[c:31]3[cH:30][c:29]([O:28][CH2:21][c:22]4[cH:23][cH:24][cH:25][cH:26][cH:27]4)[cH:34][cH:33][cH:32]3)[cH:40][cH:39]2)[n:3]([CH:4]2[CH:5]([OH:6])[CH:7]([OH:8])[CH:9]([CH2:10][OH:11])[O:12]2)[c:13]2[n:14][cH:15][n:16][c:17]([NH2:20])[c:18]2[n:19]1. The reactants are sodium metaborate octahydrate, BrC1=CC(=CC(=C1)Br)Br (1,3,5-tribromobenzene), C(C1=CC=CC=C1)OC1=CC=C(C=C1)B(O)O (4-benzyloxybenzeneboronic acid). The reagents and catalysts are Cl[Pd]([P](C1=CC=CC=C1)(C2=CC=CC=C2)C3=CC=CC=C3)([P](C4=CC=CC=C4)(C5=CC=CC=C5)C6=CC=CC=C6)Cl (bis(triphenylphosphine)palladium(II) chloride). The solvent is O (water), O (water), C1CCOC1 (THF), C1CCOC1 (THF). Yields the product C(C1=CC=CC=C1)OC1=CC=C(C=C1)C1=CC(=CC(=C1)Br)Br (4′-benzyloxy-3,5-dibromobiphenyl). RXN SMILES: Br[C:2]1[CH:7]=[C:6]([Br:8])[CH:5]=[C:4]([Br:9])[CH:3]=1.[CH2:10]([O:17][C:18]1[CH:23]=[CH:22][C:21](B(O)O)=[CH:20][CH:19]=1)[C:11]1[CH:16]=[CH:15][CH:14]=[CH:13][CH:12]=1>O.C1COCC1.Cl[Pd](Cl)([P](C1C=CC=CC=1)(C1C=CC=CC=1)C1C=CC=CC=1)[P](C1C=CC=CC=1)(C1C=CC=CC=1)C1C=CC=CC=1>[CH2:10]([O:17][C:18]1[CH:23]=[CH:22][C:21]([C:2]2[CH:7]=[C:6]([Br:8])[CH:5]=[C:4]([Br:9])[CH:3]=2)=[CH:20][CH:19]=1)[C:11]1[CH:16]=[CH:15][CH:14]=[CH:13][CH:12]=1 |^1:35,54|. Procedure details: 9.0 g (32 mmol) of sodium metaborate octahydrate and 1.3 g (1.82 mmol) of bis(triphenylphosphine)palladium(II) chloride are initially introduced in 200 ml of water and 40 ml of THF, a solution of 55 g (171 mmol) of 1,3,5-tribromobenzene in 80 ml of THF is added, and a solution of 10 g (45.5 mmol) of 4-benzyloxybenzeneboronic acid is added dropwise under reflux. The batch is heated under reflux for 16 h, added to water and extracted three times with MTB ether. The combined org. phases are washed ... Starting materials: C(=O)([O-])[O-].[Na+].[Na+] (Na2CO3), BrC1=C2C=CC=NC2=C(C(=N1)C(=O)NCC1=CC(=CC(=C1)Cl)Cl)O (5-bromo-N-(3,5-dichlorobenzyl)-8-hydroxy-1,6-naphthyridine-7-carboxamide), C1(=CC=CC=C1)O (phenol), C([O-])([O-])=O.[Cs+].[Cs+] (cesium carbonate), 140C. The solvent is CN1CCCN(C1=O)C (DMPU). Yields the product ClC=1C=C(CNC(=O)C2=NC(=C3C=CC=NC3=C2O)OC2=CC=CC=C2)C=C(C1)Cl (N-(3,5-dichlorobenzyl)-8-hydroxy-5-phenoxy-1,6-naphthyridine-7-carboxamide). Reaction SMILES: Br[C:2]1[N:11]=[C:10]([C:12]([NH:14][CH2:15][C:16]2[CH:21]=[C:20]([Cl:22])[CH:19]=[C:18]([Cl:23])[CH:17]=2)=[O:13])[C:9]([OH:24])=[C:8]2[C:3]=1[CH:4]=[CH:5][CH:6]=[N:7]2.[C:25]1([OH:31])[CH:30]=[CH:29][CH:28]=[CH:27][CH:26]=1.C(=O)([O-])[O-].[Cs+].[Cs+].C([O-])([O-])=O.[Na+].[Na+]>CN1C(=O)N(C)CCC1>[Cl:23][C:18]1[CH:17]=[C:16]([CH:21]=[C:20]([Cl:22])[CH:19]=1)[CH2:15][NH:14][C:12]([C:10]1[C:9]([OH:24])=[C:8]2[C:3]([CH:4]=[CH:5][CH:6]=[N:7]2)=[C:2]([O:31][C:25]2[CH:30]=[CH:29][CH:28]=[CH:27][CH:26]=2)[N:11]=1)=[O:13] |f:2.3.4,5.6.7|. Reported procedure: To a solution of 5-bromo-N-(3,5-dichlorobenzyl)-8-hydroxy-1,6-naphthyridine-7-carboxamide from Example 50 (26 mg, 0.068 mmol), phenol (28 mg, 0.304 mmol) and cesium carbonate (198 mg, 0.608 mmol) in DMPU (0.25 ml) was heated at 140C for 8 hrs. The reaction was poured into sat aq. Na2CO3 and extracted with CHCl3. The organic phase was washed with water and dried (Na2SO4). The solvent was evaporated in vacuo and the residue dissolved in DMF (0.7 ml) and purified by preparative HPLC. (Gilson semi p...